The task is: describe an organic reaction: reactants, conditions, products, and yield. This data is from the Open Reaction Database (ORD), a public repository of structured organic reaction records. The reactants are ClC1=CC=C(C=C1)C(C(=O)O)S (α-(4-chlorophenyl)-α-mercaptoacetic acid), C1=CC(=CN=C1)C=O (nicotinic aldehyde), CN (methylamine). The solvent is C1(=CC=CC=C1)C (toluene). Run at time 3 hour. Yields the product ClC1=CC=C(C=C1)C1C(N(C(S1)C=1C=NC=CC1)C)=O (5-(4-chlorophenyl)-3-methyl-2-(3-pyridyl)-thiazolidin-4-one). The yield is 87.6%. As a reaction SMILES: [Cl:1][C:2]1[CH:7]=[CH:6][C:5]([CH:8]([SH:12])[C:9]([OH:11])=O)=[CH:4][CH:3]=1.[CH:13]1[CH:18]=[N:17][CH:16]=[C:15]([CH:19]=O)[CH:14]=1.[CH3:21][NH2:22]>C1(C)C=CC=CC=1>[Cl:1][C:2]1[CH:3]=[CH:4][C:5]([CH:8]2[S:12][CH:19]([C:15]3[CH:16]=[N:17][CH:18]=[CH:13][CH:14]=3)[N:22]([CH3:21])[C:9]2=[O:11])=[CH:6][CH:7]=1. Procedure: To 50 ml of toluene were added 5.0 g (0.025 mole) of α-(4-chlorophenyl)-α-mercaptoacetic acid prepared in Referential Example 4, 2.64 g (0.025 mole) of nicotinic aldehyde and 5.75 g (0.074 mole) of a 40% aqueous methylamine solution, and the mixture was subjected to azeotropic dehydration for 3 hours. The reaction mixture was cooled, and concentrated under reduced pressure. The residue obtained was purified by silica gel chromatography (5% acetone-chloroform) and recrystallized from ether to giv... Starting materials: BrC1=CC(=C(C=C1)C(=O)N1CCN(CC1)C1=NC=C(C=C1C)CC)F ((4-bromo-2-fluorophenyl)[4-(5-ethyl-3-methylpyridin-2-yl)piperazin-1-yl]methanone), N1C(CCC1)=O (pyrrolidin-2-one). The product is C(C)C=1C=C(C(=NC1)N1CCN(CC1)C(=O)C1=C(C=C(C=C1)N1C(CCC1)=O)F)C (1-{4-[4-(5-ethyl-3-methylpyridin-2-yl)piperazine-1-carbonyl]-3-fluorophenyl}pyrrolidin-2-one). As a reaction SMILES: Br[C:2]1[CH:7]=[CH:6][C:5]([C:8]([N:10]2[CH2:15][CH2:14][N:13]([C:16]3[C:21]([CH3:22])=[CH:20][C:19]([CH2:23][CH3:24])=[CH:18][N:17]=3)[CH2:12][CH2:11]2)=[O:9])=[C:4]([F:25])[CH:3]=1.[NH:26]1[CH2:30][CH2:29][CH2:28][C:27]1=[O:31]>>[CH2:23]([C:19]1[CH:20]=[C:21]([CH3:22])[C:16]([N:13]2[CH2:14][CH2:15][N:10]([C:8]([C:5]3[CH:6]=[CH:7][C:2]([N:26]4[CH2:30][CH2:29][CH2:28][C:27]4=[O:31])=[CH:3][C:4]=3[F:25])=[O:9])[CH2:11][CH2:12]2)=[N:17][CH:18]=1)[CH3:24]. Procedure: Using (4-bromo-2-fluorophenyl)[4-(5-ethyl-3-methylpyridin-2-yl)piperazin-1-yl]methanone (406 mg) described in Preparation Example 211 and pyrrolidin-2-one (115 μL) and by the reaction and treatment in the same manner as in Example 262, the title compound (350 mg) was obtained. Starting materials: [BH4-].[Na+] (NaBH4), O1CCC(CC1)CCC=O (3-(tetrahydro-pyran-4-yl)-propionaldehyde), N(=NC(=O)OCC1=CC=CC=C1)C(=O)OCC1=CC=CC=C1 (dibenzyl azodicarboxylate), C1C[C@@H](NC1)C(=O)O (R-proline). Run in C(C)O (ethanol), CC#N (MeCN). Reaction conditions: temperature 0 celsius, time 15 hour. Product: OC[C@H](CC1CCOCC1)N(NC(=O)OCC1=CC=CC=C1)C(=O)OCC1=CC=CC=C1 ((S)-dibenzyl 1-(1-hydroxy-3-(tetrahydro-2H-pyran-4-yl)propan-2-yl)hydrazine-1,2-dicarboxylate). Isolated yield 88.9%. As a reaction SMILES: [O:1]1[CH2:6][CH2:5][CH:4]([CH2:7][CH2:8][CH:9]=[O:10])[CH2:3][CH2:2]1.[N:11]([C:23]([O:25][CH2:26][C:27]1[CH:32]=[CH:31][CH:30]=[CH:29][CH:28]=1)=[O:24])=[N:12][C:13]([O:15][CH2:16][C:17]1[CH:22]=[CH:21][CH:20]=[CH:19][CH:18]=1)=[O:14].C1CN[C@@H](C(O)=O)C1.[BH4-].[Na+]>CC#N.C(O)C>[OH:10][CH2:9][C@@H:8]([N:11]([C:23]([O:25][CH2:26][C:27]1[CH:32]=[CH:31][CH:30]=[CH:29][CH:28]=1)=[O:24])[NH:12][C:13]([O:15][CH2:16][C:17]1[CH:22]=[CH:21][CH:20]=[CH:19][CH:18]=1)=[O:14])[CH2:7][CH:4]1[CH2:5][CH2:6][O:1][CH2:2][CH2:3]1 |f:3.4|. Procedure details: To a stirred solution of 3-(tetrahydro-pyran-4-yl)-propionaldehyde (8.59 g, 0.06 mol) and dibenzyl azodicarboxylate (12.8 g, 0.042 mol) in MeCN (250 mL) at 0° C. was added (R-proline) (0.48 g, 0.0042 mol). After stirring the mixture at 0° C. for 15 h, ethanol (100 mL) and NaBH4 (1.56 g, 0.042 mol) were added, and the mixture was stirred at 0° C. for 40 min. The reaction was quenched by slow addition of 10% aq citric acid (15 mL), and the whole solution was concentrated in vacuo. This residue was... The reactants are O=C(CCC(=O)N1CCCC1C(=O)O)c1ccc(Br)cc1, Br, Br, CC(=O)O. Product: O=C(c1ccc(Br)cc1)C(Br)CC(=O)N1CCCC1C(=O)O. As a reaction SMILES: [Br:1][c:2]1[cH:3][cH:4][c:5]([C:6](=[O:7])[CH2:8][CH2:9][C:10](=[O:11])[N:12]2[CH:13]([C:14](=[O:15])[OH:16])[CH2:17][CH2:18][CH2:19]2)[cH:20][cH:21]1.[Br:22].[BrH:23].[CH3:24][C:25](=[O:26])[OH:27]>>[Br:1][c:2]1[cH:3][cH:4][c:5]([C:6](=[O:7])[CH:8]([CH2:9][C:10](=[O:11])[N:12]2[CH:13]([C:14](=[O:15])[OH:16])[CH2:17][CH2:18][CH2:19]2)[Br:23])[cH:20][cH:21]1. RXN SMILES: [NH:1]1[CH2:6][CH2:5][CH:4]([NH:7][C:8](=[O:14])[O:9][C:10]([CH3:13])([CH3:12])[CH3:11])[CH2:3][CH2:2]1.F[C:16]1[CH:21]=[CH:20][C:19]([N+:22]([O-:24])=[O:23])=[CH:18][CH:17]=1.C(#N)C.C(N(C(C)C)CC)(C)C>CCOC(C)=O.Cl>[N+:22]([C:19]1[CH:20]=[CH:21][C:16]([N:1]2[CH2:2][CH2:3][CH:4]([NH:7][C:8](=[O:14])[O:9][C:10]([CH3:11])([CH3:13])[CH3:12])[CH2:5][CH2:6]2)=[CH:17][CH:18]=1)([O-:24])=[O:23]. The solvent is CCOC(=O)C (EtOAc), Cl (HCl). Procedure: tert-Butyl piperidin-4-ylcarbamate (1.200 g, 5.992 mmol) and 4-fluoronitrobenzene (0.705 g, 4.99 mmol) were placed in a 30 mL microwave vial then acetonitrile (20 mL) followed by diisopropylethylamine (1.778 mL, 9.986 mmol) were added. The reaction was heated under microwave irradiation at 150° C. for 15 minutes. The reaction mixture was diluted with EtOAc (200 mL) and 2 M aq. HCl (150 mL), the layers were separated and the aqueous layer was extracted with EtOAc (2×100 mL), the organics were com... Product: [N+](=O)([O-])C1=CC=C(C=C1)N1CCC(CC1)NC(OC(C)(C)C)=O (tert-Butyl (1-(4-nitrophenyl)piperidin-4-yl)carbamate). Run at temperature 150 celsius. The reactants are N1CCC(CC1)NC(OC(C)(C)C)=O (tert-Butyl piperidin-4-ylcarbamate), C(C)(C)N(CC)C(C)C (diisopropylethylamine), FC1=CC=C(C=C1)[N+](=O)[O-] (4-fluoronitrobenzene), C(C)#N (acetonitrile). Procedure details: The title compound was prepared from 3-Cyclopropyl-5-methyl-1-(3-trifluoromethoxy-phenyl)-1H-pyrazole-4-carboxylic acid ethyl ester by hydrolysis with sodium hydroxide in analogy to intermediate 6. MS: 327.1 (MH+). The reactants are C(C)OC(=O)C=1C(=NN(C1C)C1=CC(=CC=C1)OC(F)(F)F)C1CC1 (3-Cyclopropyl-5-methyl-1-(3-trifluoromethoxy-phenyl)-1H-pyrazole-4-carboxylic acid ethyl ester), [OH-].[Na+] (sodium hydroxide), intermediate 6. Product: C1(CC1)C1=NN(C(=C1C(=O)O)C)C1=CC(=CC=C1)OC(F)(F)F (3-Cyclopropyl-5-methyl-1-(3-trifluoromethoxy-phenyl)-1H-pyrazole-4-carboxylic acid). Reaction SMILES: C([O:3][C:4]([C:6]1[C:7]([CH:23]2[CH2:25][CH2:24]2)=[N:8][N:9]([C:12]2[CH:17]=[CH:16][CH:15]=[C:14]([O:18][C:19]([F:22])([F:21])[F:20])[CH:13]=2)[C:10]=1[CH3:11])=[O:5])C.[OH-].[Na+]>>[CH:23]1([C:7]2[C:6]([C:4]([OH:5])=[O:3])=[C:10]([CH3:11])[N:9]([C:12]3[CH:17]=[CH:16][CH:15]=[C:14]([O:18][C:19]([F:21])([F:22])[F:20])[CH:13]=3)[N:8]=2)[CH2:25][CH2:24]1 |f:1.2|. Starting materials: NC1=CC=C(C=C1)C(CN1C(=NC(C1=O)(C1=CC=CC=C1)C1=CC=CC=C1)C)=O (3-[2-(4-amino-phenyl)-2-oxo-ethyl]-2-methyl-5,5-diphenyl-3,5-dihydro-imidazol-4-one), N(=C=O)C=1C(=NOC1C)C (4-isocyanato-3,5-dimethyl-isoxazole). Yields the product CC1=NOC(=C1NC(=O)NC1=CC=C(C=C1)C(CN1C(=NC(C1=O)(C1=CC=CC=C1)C1=CC=CC=C1)C)=O)C (1-(3,5-dimethyl-isoxazol-4-yl)-3-{4-[2-(2-methyl-5-oxo-4,4-diphenyl-4,5-dihydro-imidazol-1-yl)-acetyl]-phenyl}-urea). Reaction SMILES: [NH2:1][C:2]1[CH:7]=[CH:6][C:5]([C:8](=[O:29])[CH2:9][N:10]2[C:14](=[O:15])[C:13]([C:22]3[CH:27]=[CH:26][CH:25]=[CH:24][CH:23]=3)([C:16]3[CH:21]=[CH:20][CH:19]=[CH:18][CH:17]=3)[N:12]=[C:11]2[CH3:28])=[CH:4][CH:3]=1.[N:30]([C:33]1[C:34]([CH3:39])=[N:35][O:36][C:37]=1[CH3:38])=[C:31]=[O:32]>>[CH3:39][C:34]1[C:33]([NH:30][C:31]([NH:1][C:2]2[CH:3]=[CH:4][C:5]([C:8](=[O:29])[CH2:9][N:10]3[C:14](=[O:15])[C:13]([C:22]4[CH:23]=[CH:24][CH:25]=[CH:26][CH:27]=4)([C:16]4[CH:21]=[CH:20][CH:19]=[CH:18][CH:17]=4)[N:12]=[C:11]3[CH3:28])=[CH:6][CH:7]=2)=[O:32])=[C:37]([CH3:38])[O:36][N:35]=1. Procedure details: Synthesis in analogy to Example 6 starting from 3-[2-(4-amino-phenyl)-2-oxo-ethyl]-2-methyl-5,5-diphenyl-3,5-dihydro-imidazol-4-one and 4-isocyanato-3,5-dimethyl-isoxazole to yield 1-(3,5-dimethyl-isoxazol-4-yl)-3-{4-[2-(2-methyl-5-oxo-4,4-diphenyl-4,5-dihydro-imidazol-1-yl)-acetyl]-phenyl}-urea. LC/MS at 254 nm; [M+H] 522; Rt 3.191 min.